From a dataset of the Open Reaction Database (ORD), a public repository of structured organic reaction records. describe an organic reaction: reactants, conditions, products, and yield The reactants are BrCCCNC(c1ccccc1)(c1ccccc1)c1ccccc1, COc1ccc(Cl)cc1OCC1CCNCC1, Cl, [K+], [K+], O=C([O-])[O-], CN(C)C=O, O. Yields the product COc1ccc(Cl)cc1OCC1CCN(CCCNC(c2ccccc2)(c2ccccc2)c2ccccc2)CC1. Reaction SMILES: [Br:19][CH2:20][CH2:21][CH2:22][NH:23][C:24]([c:25]1[cH:26][cH:27][cH:28][cH:29][cH:30]1)([c:31]1[cH:32][cH:33][cH:34][cH:35][cH:36]1)[c:37]1[cH:38][cH:39][cH:40][cH:41][cH:42]1.[Cl:2][c:3]1[cH:4][cH:5][c:6]([O:17][CH3:18])[c:7]([O:8][CH2:9][CH:10]2[CH2:11][CH2:12][NH:13][CH2:14][CH2:15]2)[cH:16]1.[ClH:1].[K+:43].[K+:44].[O-:45][C:46]([O-:47])=[O:48].[O:50]=[CH:51][N:52]([CH3:53])[CH3:54].[OH2:49]>>[Cl:2][c:3]1[cH:4][cH:5][c:6]([O:17][CH3:18])[c:7]([O:8][CH2:9][CH:10]2[CH2:11][CH2:12][N:13]([CH2:20][CH2:21][CH2:22][NH:23][C:24]([c:25]3[cH:26][cH:27][cH:28][cH:29][cH:30]3)([c:31]3[cH:32][cH:33][cH:34][cH:35][cH:36]3)[c:37]3[cH:38][cH:39][cH:40][cH:41][cH:42]3)[CH2:14][CH2:15]2)[cH:16]1. Reactants: BrBr (Br2), BrBr (bromine), BrCC1CNC(O1)=O (5-bromomethyl-2-oxazolidinone), BrBr (Bromine), [OH-].[K+] (potassium hydroxide). Yields the product BrN1C(OC(C1)CBr)=O (3-Bromo-5-bromomethyl-2-oxazolidinone). Reaction SMILES: [Br:1]Br.[Br:3][CH2:4][CH:5]1[O:9][C:8](=[O:10])[NH:7][CH2:6]1.[OH-].[K+]>>[Br:1][N:7]1[CH2:6][CH:5]([CH2:4][Br:3])[O:9][C:8]1=[O:10] |f:2.3|. Reported procedure: 2.67 grams (0.0166 moles) bromine were added to 3 grams (0.0166 moles) 5-bromomethyl-2-oxazolidinone and the reaction mixture was chilled to 0°-5° C. with stirring. Chilled 50% potassium hydroxide was added slowly until the red Br2 color disappeared. Proton NMR Data: δ3.7(m, 4 protons), 5.1(m, 1 proton) Elemental analysis Bromine 60.43 Theory 61.8. Reactants: COC(C)(C)OC, ClC(Cl)Cl, C=CCC(O)C(Cc1cc(F)cc(F)c1)NC(=O)OC(C)(C)C. The product is C=CCC1OC(C)(C)N(C(=O)OC(C)(C)C)C1Cc1cc(F)cc(F)c1. Reaction SMILES: [CH3:24][O:25][C:26]([CH3:27])([CH3:28])[O:29][CH3:30].[CH:31]([Cl:32])([Cl:33])[Cl:34].[F:1][c:2]1[cH:3][c:4]([CH2:5][CH:6]([CH:7]([CH2:8][CH:9]=[CH2:10])[OH:11])[NH:12][C:13]([O:14][C:15]([CH3:16])([CH3:17])[CH3:18])=[O:19])[cH:20][c:21]([F:23])[cH:22]1>>[F:1][c:2]1[cH:3][c:4]([CH2:5][CH:6]2[CH:7]([CH2:8][CH:9]=[CH2:10])[O:11][C:26]([CH3:27])([CH3:28])[N:12]2[C:13]([O:14][C:15]([CH3:16])([CH3:17])[CH3:18])=[O:19])[cH:20][c:21]([F:23])[cH:22]1. The reactants are C(C)OC(=O)C1=CN(C2=NC(=C(C=C2C1=O)F)N1CCNCC1)C(C)(C)C (7-piperazinyl-1-(1,1-dimethylethyl)-1,4-dihydro-6-fluoro-4-oxo-1,8-naphthyridine-3-carboxylic acid ethyl ester), [OH-].[Na+] (sodium hydroxide), Cl (hydrochloric acid). The solvent is O (water). Yields the product N1(CCNCC1)C1=C(C=C2C(C(=CN(C2=N1)C(C)(C)C)C(=O)O)=O)F (7-PIPERAZINYL-1-(1,1-DIMETHYLETHYL)-1,4-DIHYDRO-6-FLUORO-4-OXO-1,8-NAPHTHYRIDINE-3-CARBOXYLIC ACID). Isolated yield 67.2%. Reaction SMILES: C([O:3][C:4]([C:6]1[C:15](=[O:16])[C:14]2[C:9](=[N:10][C:11]([N:18]3[CH2:23][CH2:22][NH:21][CH2:20][CH2:19]3)=[C:12]([F:17])[CH:13]=2)[N:8]([C:24]([CH3:27])([CH3:26])[CH3:25])[CH:7]=1)=[O:5])C.[OH-].[Na+].Cl>O>[N:18]1([C:11]2[N:10]=[C:9]3[C:14]([C:15](=[O:16])[C:6]([C:4]([OH:5])=[O:3])=[CH:7][N:8]3[C:24]([CH3:27])([CH3:25])[CH3:26])=[CH:13][C:12]=2[F:17])[CH2:23][CH2:22][NH:21][CH2:20][CH2:19]1 |f:1.2|. Procedure details: This ester 400 mg (1.06 mmoles) was suspended in 1 mL water, 1,9 mL 1N aqueous sodium hydroxide was added. The suspension was refluxed 30 minutes. The solution was cooled and adjusted to pH 7.5 with 1N hydrochloric acid. The precipitate was filtered and washed with water. The crude product was recrystallized in water to give 248 mg of titled compound. MP>270° C. The reactants are ClS(=O)(=O)C1=CC=2C3=C(C(NC2C=C1)=O)NC=C3C(=O)O (8-chlorosulfonyl-4-oxo-4,5-dihydro-3H-pyrrolo[2,3-c]quinoline-1-carboxylic acid), S(=O)([O-])[O-].[Na+].[Na+] (sodium sulfite), P(=O)([O-])([O-])[O-].[Na+].[Na+].[Na+] (sodium phosphate), ClC1=C(CBr)C(=CC=C1)Cl (2,6-dichlorobenzyl bromide). Isolated yield 66.6%. Solvent: CN(C=O)C (dimethylformamide), O (water). Reaction SMILES: Cl[S:2]([C:5]1[CH:14]=[CH:13][C:12]2[NH:11][C:10](=[O:15])[C:9]3[NH:16][CH:17]=[C:18]([C:19]([OH:21])=[O:20])[C:8]=3[C:7]=2[CH:6]=1)(=[O:4])=[O:3].S([O-])([O-])=O.[Na+].[Na+].P([O-])([O-])([O-])=O.[Na+].[Na+].[Na+].[Cl:36][C:37]1[CH:44]=[CH:43][CH:42]=[C:41]([Cl:45])[C:38]=1[CH2:39]Br>O.CN(C)C=O>[Cl:36][C:37]1[CH:44]=[CH:43][CH:42]=[C:41]([Cl:45])[C:38]=1[CH2:39][S:2]([C:5]1[CH:14]=[CH:13][C:12]2[NH:11][C:10](=[O:15])[C:9]3[NH:16][CH:17]=[CH:18][C:8]=3[C:7]=2[CH:6]=1)(=[O:3])=[O:4].[CH2:18]([C:19]([O-:21])=[O:20])[CH3:17] |f:1.2.3,4.5.6.7,11.12|. The product is ClC1=C(C(=CC=C1)Cl)CS(=O)(=O)C1=CC=2C3=C(C(NC2C=C1)=O)NC=C3.C(C)C(=O)[O-] (8-(2,6-dichlorophenylmethanesulfonyl)-4-oxo-4,5-dihydro-3H-pyrrolo[2,3-c]quinoline 1-ethyl carboxylate). Procedure: 180 mg (0.55 mmol) of 8-chlorosulfonyl-4-oxo-4,5-dihydro-3H-pyrrolo[2,3-c]quinoline-1-carboxylic acid is added to a solution of 139 mg (1.1 mmol) of sodium sulfite and 78 mg (0.55 mmol) of dibasic sodium phosphate dissolved in 2.5 mL of water. The solution is heated at 60° C. for 20 hours then a solution of 132 mg (0.55) of 2,6-dichlorobenzyl bromide in 2.5 mL of dimethylformamide is added. Stirring is continued at 60° C. for 4 hours then the solution is filtered. The solid is triturated in hot ... Conditions: temperature 60 celsius, time 4 hour. Reactants: FC=1C=C(C(=O)NC)C=C(C1)[N+](=O)[O-] (3-fluoro-N-methyl-5-nitrobenzamide). Yield: 101.2%. Procedure details: To a roundbottom flask charged with 3-fluoro-N-methyl-5-nitrobenzamide (961 mg, 4.85 mmol) was added EtOH (16 mL). The resulting suspension was thoroughly purged with nitrogen prior to the addition of 10% Pd/C (43 mg, 0.485 mmol). The reaction mixture was purged with H2 (g), then stirred under 1 atm. H2 balloon at RT. After 2 d, the reaction mixture was filtered through Celite® (diatomaceous earth) with the aid of EtOH and the filtrate was dried under reduced pressure to afford 3-amino-5-fluoro-... Yields the product NC=1C=C(C(=O)NC)C=C(C1)F (3-amino-5-fluoro-N-methylbenzamide). The solvent is CCO (EtOH). Reagents/catalysts: [Pd] (Pd/C). RXN SMILES: [F:1][C:2]1[CH:3]=[C:4]([CH:9]=[C:10]([N+:12]([O-])=O)[CH:11]=1)[C:5]([NH:7][CH3:8])=[O:6]>[Pd].CCO>[NH2:12][C:10]1[CH:9]=[C:4]([CH:3]=[C:2]([F:1])[CH:11]=1)[C:5]([NH:7][CH3:8])=[O:6]. Conditions: time 2 day.